This data is from the Open Reaction Database (ORD), a public repository of structured organic reaction records. The task is: describe an organic reaction: reactants, conditions, products, and yield Reactants: C(C)(C)(C)OC(NC1=C(C=C(C=C1)OC1=CC=C(C=C1)S(=O)(=O)CC1OC1)OCOC)=O (t-Butyl(2-(methoxymethoxy)-4-(4-((oxiran-2-ylmethyl)sulfonyl)phenoxy)phenyl)-carbamate), NC(=S)N (thiourea). The solvent is C(Cl)Cl (CH2Cl2), CO (methanol). Run at time 24 hour. Product: C(C)(C)(C)OC(NC1=C(C=C(C=C1)OC1=CC=C(C=C1)S(=O)(=O)CC1SC1)OCOC)=O (t-Butyl(2-(methoxymethoxy)-4-(4-((thiiran-2-ylmethyl)sulfonyl)phenoxy)phenyl)carbamate). Yield: 82.1%. As a reaction SMILES: [C:1]([O:5][C:6](=[O:32])[NH:7][C:8]1[CH:13]=[CH:12][C:11]([O:14][C:15]2[CH:20]=[CH:19][C:18]([S:21]([CH2:24][CH:25]3[CH2:27]O3)(=[O:23])=[O:22])=[CH:17][CH:16]=2)=[CH:10][C:9]=1[O:28][CH2:29][O:30][CH3:31])([CH3:4])([CH3:3])[CH3:2].NC(N)=[S:35]>C(Cl)Cl.CO>[C:1]([O:5][C:6](=[O:32])[NH:7][C:8]1[CH:13]=[CH:12][C:11]([O:14][C:15]2[CH:16]=[CH:17][C:18]([S:21]([CH2:24][CH:25]3[CH2:27][S:35]3)(=[O:23])=[O:22])=[CH:19][CH:20]=2)=[CH:10][C:9]=1[O:28][CH2:29][O:30][CH3:31])([CH3:4])([CH3:3])[CH3:2]. Reported procedure: To a solution of 20 (0.40 g, 0.86 mmol) in CH2Cl2 (5 mL) was added a mixture of thiourea (0.10 g, 1.3 mmol, 99%) in methanol (5 mL). The resulting mixture was stirred for 24 h at room temperature, after which the solvent was removed under reduced pressure. The residue was partitioned between CH2Cl2 and water. The organic layer was dried over anhydrous Na2SO4 and was filtered. Evaporation of solvent and purification by silica gel chromatography (hexanes/EtOAc=4/1) gave 0.34 g of 21 (83%). 1H NMR ... Starting materials: [Ba+2], CCc1nn2c(Br)cccc2c1[N+](=O)[O-], CCOC(C)=O, COCCOC, COc1ccc(OB(O)O)c(Cl)c1, [OH-], [OH-], O, O, O, O, O, O, O, O, O, c1ccc(P(c2ccccc2)(c2ccccc2)[Pd](P(c2ccccc2)(c2ccccc2)c2ccccc2)(P(c2ccccc2)(c2ccccc2)c2ccccc2)P(c2ccccc2)(c2ccccc2)c2ccccc2)cc1. Yields the product CCc1nn2c(-c3ccc(OC)cc3Cl)cccc2c1[N+](=O)[O-]. Reaction SMILES: [Ba+2:38].[Br:1][c:2]1[cH:3][cH:4][cH:5][c:6]2[n:7]1[n:8][c:9]([CH2:14][CH3:15])[c:10]2[N+:11](=[O:12])[O-:13].[CH3:40][CH2:41][O:42][C:43](=[O:44])[CH3:45].[CH3:46][O:47][CH2:48][CH2:49][O:50][CH3:51].[Cl:16][c:17]1[c:18]([O:25][B:26]([OH:27])[OH:28])[cH:19][cH:20][c:21]([O:23][CH3:24])[cH:22]1.[OH-:37].[OH-:39].[OH2:29].[OH2:30].[OH2:31].[OH2:32].[OH2:33].[OH2:34].[OH2:35].[OH2:36].[OH2:52].[cH:53]1[cH:54][cH:55][c:56]([P:57]([Pd:58]([P:59]([c:60]2[cH:61][cH:62][cH:63][cH:64][cH:65]2)([c:66]2[cH:67][cH:68][cH:69][cH:70][cH:71]2)[c:72]2[cH:73][cH:74][cH:75][cH:76][cH:77]2)([P:78]([c:79]2[cH:80][cH:81][cH:82][cH:83][cH:84]2)([c:85]2[cH:86][cH:87][cH:88][cH:89][cH:90]2)[c:91]2[cH:92][cH:93][cH:94][cH:95][cH:96]2)[P:97]([c:98]2[cH:99][cH:100][cH:101][cH:102][cH:103]2)([c:104]2[cH:105][cH:106][cH:107][cH:108][cH:109]2)[c:110]2[cH:111][cH:112][cH:113][cH:114][cH:115]2)([c:116]2[cH:117][cH:118][cH:119][cH:120][cH:121]2)[c:122]2[cH:123][cH:124][cH:125][cH:126][cH:127]2)[cH:128][cH:129]1>>[c:2]1(-[c:18]2[c:17]([Cl:16])[cH:22][c:21]([O:23][CH3:24])[cH:20][cH:19]2)[cH:3][cH:4][cH:5][c:6]2[n:7]1[n:8][c:9]([CH2:14][CH3:15])[c:10]2[N+:11](=[O:12])[O-:13]. Starting materials: CCOC(C)=O, CC(C1CCCCN1)N(C)C, CC(C)=O, CC(C)=O, C(=NC1CCCCC1)=NC1CCCCC1, ClCCl, Cl, O=C(O)Cc1ccc([N+](=O)[O-])cc1. The product is CC(C1CCCCN1C(=O)Cc1ccc([N+](=O)[O-])cc1)N(C)C, Cl. As a reaction SMILES: [C:48]([O:49][CH2:50][CH3:51])(=[O:52])[CH3:53].[CH3:1][N:2]([CH:3]([CH3:4])[CH:5]1[NH:6][CH2:7][CH2:8][CH2:9][CH2:10]1)[CH3:11].[CH3:44][C:45](=[O:46])[CH3:47].[CH3:54][C:55]([CH3:56])=[O:57].[CH:25]1([N:26]=[C:27]=[N:28][CH:29]2[CH2:30][CH2:31][CH2:32][CH2:33][CH2:34]2)[CH2:35][CH2:36][CH2:37][CH2:38][CH2:39]1.[Cl:41][CH2:42][Cl:43].[ClH:40].[N+:12](=[O:13])([O-:14])[c:15]1[cH:16][cH:17][c:18]([CH2:21][C:22](=[O:23])[OH:24])[cH:19][cH:20]1>>[CH3:1][N:2]([CH:3]([CH3:4])[CH:5]1[N:6]([C:22]([CH2:21][c:18]2[cH:17][cH:16][c:15]([N+:12](=[O:13])[O-:14])[cH:20][cH:19]2)=[O:23])[CH2:7][CH2:8][CH2:9][CH2:10]1)[CH3:11].[ClH:40]. Reactants: CC1=CC=C(OC(C#N)C2=C(C=CC=C2)Cl)C=C1 (2-(4-methylphenoxy)-2-(2'-chlorophenyl)acetonitrile), C1CC(=O)N(C1=O)Br (NBS), CC(C)(C#N)N=NC(C)(C)C#N (AIBN). The solvent is C(Cl)(Cl)(Cl)Cl (CCl4). Yields the product BrCC1=CC=C(OC(C#N)C2=C(C=CC=C2)Cl)C=C1 (2-(4-bromomethylphenoxy)-2-(2-chlorophenyl)acetonitrile). The yield is 71.3%. As a reaction SMILES: [CH3:1][C:2]1[CH:18]=[CH:17][C:5]([O:6][CH:7]([C:10]2[CH:15]=[CH:14][CH:13]=[CH:12][C:11]=2[Cl:16])[C:8]#[N:9])=[CH:4][CH:3]=1.C1C(=O)N([Br:26])C(=O)C1.CC(N=NC(C#N)(C)C)(C#N)C>C(Cl)(Cl)(Cl)Cl>[Br:26][CH2:1][C:2]1[CH:3]=[CH:4][C:5]([O:6][CH:7]([C:10]2[CH:15]=[CH:14][CH:13]=[CH:12][C:11]=2[Cl:16])[C:8]#[N:9])=[CH:17][CH:18]=1. Reported procedure: To a CCl4 solution (5 mL) of the product (0.200 g) of Step B was added NBS (0.132 g, 0.95 eq) and a catalytic amount of AIBN. The reaction mixture was refluxed overnight. TLC indicated clean conversion to product, and the reaction mixture was cooled to room temperature and concentrated in vacuo. The crude product was purified on a silica gel flash chromatography column (120×30 mm) eluted with 5% ethyl acetate in hexane to afford 0.178 g (72%) of the title compound. Starting materials: O=C([O-])[O-], COC(=O)C1(c2cc(F)cc(OCc3ccc4c(Cl)cc5nncn5c4c3)c2)CCOCC1, COCCOC, [K+], [K+], O, c1ccc(P(c2ccccc2)(c2ccccc2)[Pd](P(c2ccccc2)(c2ccccc2)c2ccccc2)(P(c2ccccc2)(c2ccccc2)c2ccccc2)P(c2ccccc2)(c2ccccc2)c2ccccc2)cc1, OB(O)c1cccnc1. Product: COC(=O)C1(c2cc(F)cc(OCc3ccc4c(-c5cccnc5)cc5nncn5c4c3)c2)CCOCC1. RXN SMILES: [C:43](=[O:44])([O-:45])[O-:46].[CH3:1][O:2][C:3](=[O:4])[C:5]1([c:11]2[cH:12][c:13]([O:18][CH2:19][c:20]3[cH:21][cH:22][c:23]4[c:24]([Cl:33])[cH:25][c:26]5[n:27]([c:28]4[cH:29]3)[cH:30][n:31][n:32]5)[cH:14][c:15]([F:17])[cH:16]2)[CH2:6][CH2:7][O:8][CH2:9][CH2:10]1.[CH3:49][O:50][CH2:51][CH2:52][O:53][CH3:54].[K+:47].[K+:48].[OH2:55].[cH:56]1[cH:57][cH:58][c:59]([P:60]([Pd:61]([P:62]([c:63]2[cH:64][cH:65][cH:66][cH:67][cH:68]2)([c:69]2[cH:70][cH:71][cH:72][cH:73][cH:74]2)[c:75]2[cH:76][cH:77][cH:78][cH:79][cH:80]2)([P:81]([c:82]2[cH:83][cH:84][cH:85][cH:86][cH:87]2)([c:88]2[cH:89][cH:90][cH:91][cH:92][cH:93]2)[c:94]2[cH:95][cH:96][cH:97][cH:98][cH:99]2)[P:100]([c:101]2[cH:102][cH:103][cH:104][cH:105][cH:106]2)([c:107]2[cH:108][cH:109][cH:110][cH:111][cH:112]2)[c:113]2[cH:114][cH:115][cH:116][cH:117][cH:118]2)([c:119]2[cH:120][cH:121][cH:122][cH:123][cH:124]2)[c:125]2[cH:126][cH:127][cH:128][cH:129][cH:130]2)[cH:131][cH:132]1.[n:34]1[cH:35][c:36]([B:40]([OH:41])[OH:42])[cH:37][cH:38][cH:39]1>>[CH3:1][O:2][C:3](=[O:4])[C:5]1([c:11]2[cH:12][c:13]([O:18][CH2:19][c:20]3[cH:21][cH:22][c:23]4[c:24](-[c:36]5[cH:35][n:34][cH:39][cH:38][cH:37]5)[cH:25][c:26]5[n:27]([c:28]4[cH:29]3)[cH:30][n:31][n:32]5)[cH:14][c:15]([F:17])[cH:16]2)[CH2:6][CH2:7][O:8][CH2:9][CH2:10]1. Starting materials: OC1=NOC(=C1CC#C)C1=CC=CC=C1 (3-Hydroxy-5-phenyl-4-propargylisoxazole), C(C)(C)(C)OC(=O)NCCO (2-(N-tert-butoxycarbonylamino)ethanol). Yields the product C(C)(C)(C)OC(=O)NCCOC1=NOC(=C1CC#C)C1=CC=CC=C1 (3-(2-(N-tert-Butoxycarbonylamino)ethoxy)-5-phenyl-4-propargylisoxazole). Yield: 83.8%. As a reaction SMILES: [OH:1][C:2]1[C:6]([CH2:7][C:8]#[CH:9])=[C:5]([C:10]2[CH:15]=[CH:14][CH:13]=[CH:12][CH:11]=2)[O:4][N:3]=1.[C:16]([O:20][C:21]([NH:23][CH2:24][CH2:25]O)=[O:22])([CH3:19])([CH3:18])[CH3:17]>>[C:16]([O:20][C:21]([NH:23][CH2:24][CH2:25][O:1][C:2]1[C:6]([CH2:7][C:8]#[CH:9])=[C:5]([C:10]2[CH:15]=[CH:14][CH:13]=[CH:12][CH:11]=2)[O:4][N:3]=1)=[O:22])([CH3:19])([CH3:18])[CH3:17]. Procedure details: 3-Hydroxy-5-phenyl-4-propargylisoxazole (1.00 g) and 2-(N-tert-butoxycarbonylamino)ethanol (0.96 g) were subjected to reaction and post-treatment in a similar manner to that described in Example 1(a) to obtain the title compound (1.44 g, 84%) as a colorless oil. Starting materials: COC(=O)C=1C=C2C=CNC2=CC1 (1H-Indole-5-carboxylic acid methyl ester), C(#N)[BH3-].[Na+] (sodium cyanoborohydride), O (Water). The solvent is C(C)(=O)O (acetic acid). Conditions: time 1 hour. Yields the product COC(=O)C=1C=C2CCNC2=CC1 (2,3-Dihydro-1H-indole-5-carboxylic acid methyl ester). Isolated yield 97.8%. As a reaction SMILES: [CH3:1][O:2][C:3]([C:5]1[CH:6]=[C:7]2[C:11](=[CH:12][CH:13]=1)[NH:10][CH:9]=[CH:8]2)=[O:4].C([BH3-])#N.[Na+].O>C(O)(=O)C>[CH3:1][O:2][C:3]([C:5]1[CH:6]=[C:7]2[C:11](=[CH:12][CH:13]=1)[NH:10][CH2:9][CH2:8]2)=[O:4] |f:1.2|. Procedure details: To a solution of 1H-Indole-5-carboxylic acid methyl ester (1 g, 5.71 mmol) in 10 mL of acetic acid at 0° C., was added sodium cyanoborohydride (1.08 g, 17.18 mmol) over 5 minutes. The mixture was stirred at room temperature for 1 h. Water (3 mL) was added and all the solvents were removed under vacuum. The residue was dissolved in ethyl acetate (150 mL) and saturated NaHCO3 (150 mL). The layers were separated and the aqueous layer was extracted with ethyl acetate (3×75 mL). The combined extracts... The reactants are CC=1C=C2C(C(=O)OC2=O)=CC1 (4-methylphthalic anhydride), P(=O)([O-])([O-])[O-].O[NH3+].O[NH3+].O[NH3+] (hydroxylammonium phosphate). Solvent: O (water), O (water). Yields the product CC=1C=C2C(C(=O)N(C2=O)O)=CC1 (4-methyl-N-hydroxyphthalimide). RXN SMILES: [CH3:1][C:2]1[CH:3]=[C:4]2[C:9](=O)[O:8][C:6](=[O:7])[C:5]2=[CH:11][CH:12]=1.P([O-])([O-])([O-])=O.[OH:18][NH3+:19].O[NH3+].O[NH3+]>O>[CH3:1][C:2]1[CH:3]=[C:4]2[C:9](=[O:8])[N:19]([OH:18])[C:6](=[O:7])[C:5]2=[CH:11][CH:12]=1 |f:1.2.3.4|. Reported procedure: 500 mg (3.08 mmol) of 4-methylphthalic anhydride and 243 mg (1.23 mmol) of hydroxylammonium phosphate were mixed and heated with 1 ml of water at a bath temperature of 130° C. for 3 hours. The cooled mixture was digested with 30 ml of water. The precipitate which formed was filtered off with suction and dried at 60° C. under reduced pressure. The yield was 437 mg (80%).